This data is from the Open Reaction Database (ORD), a public repository of structured organic reaction records. The task is: describe an organic reaction: reactants, conditions, products, and yield The reactants are FC(C=1NC2=CC=C(C=C2C1)C#N)(F)F (2-trifluoromethyl-1H-indole-5-carbonitrile), FC(C=1NC2=CC=C(C=C2C1)C#N)(F)F (2-trifluoromethyl-1H-indole-5-carbonitrile), solution. Run in O1CCCC1 (tetrahydrofuran). Reaction conditions: time 18 hour. Product: FC(C=1NC2=CC=C(C=C2C1)CN)(F)F ([(2-Trifluoromethyl-1H-indol-5-yl)methyl]amine). RXN SMILES: [F:1][C:2]([F:15])([F:14])[C:3]1[NH:4][C:5]2[C:10]([CH:11]=1)=[CH:9][C:8]([C:12]#[N:13])=[CH:7][CH:6]=2>O1CCCC1>[F:15][C:2]([F:1])([F:14])[C:3]1[NH:4][C:5]2[C:10]([CH:11]=1)=[CH:9][C:8]([CH2:12][NH2:13])=[CH:7][CH:6]=2. Reported procedure: A solution of 2-trifluoromethyl-1H-indole-5-carbonitrile (Intermediate 3, 0.16 g, 0.761 mmol) in tetrahydrofuran (5 ml) cooled in an ice-water bath, was treated with a 1M solution of borane tetrahydrofuran complex (3.05 ml, 3.05 mmol) dropwise via syringe. The reaction mixture was then left to stir under argon for 18 hrs while allowing it to warm to room temperature. The reaction mixture was then quenched with methanol (10 mL) and stirred at room temperature for 10 min. The reaction mixture was ... Product: CC=1C=C(C=CC1)C1SCCS1 (2-(3-Methylphenyl)-1,3-Dithiolane). Procedure details: Anhydrous HCl was bubbled rapidly for about 5 minutes through a solution of 46.87 gm (0.39 moles) of 3-methylbenzaldehyde and 44.92 gm (0.477 moles) of 1,2-ethanedithiol in 300 ml of CHCl3. During the addition of HCl, there was a slight exotherm with a rise in temperature to about 60° C. After completion of the addition of HCl, the reaction was stirred for 1 hour at room temperature, washed twice with 100 ml portions of water, dried with MgSO4, and fractionated to give 54.55 gm (0.278 moles) of ... Run at time 1 hour. Starting materials: Cl (HCl), Cl (HCl), CC=1C=C(C=O)C=CC1 (3-methylbenzaldehyde), C(CS)S (1,2-ethanedithiol), Cl (HCl). Yield: 71.0%. Solvent: C(Cl)(Cl)Cl (CHCl3). As a reaction SMILES: Cl.[CH3:2][C:3]1[CH:4]=[C:5]([CH:8]=[CH:9][CH:10]=1)[CH:6]=O.[CH2:11]([SH:14])[CH2:12][SH:13]>C(Cl)(Cl)Cl>[CH3:2][C:3]1[CH:4]=[C:5]([CH:6]2[S:14][CH2:11][CH2:12][S:13]2)[CH:8]=[CH:9][CH:10]=1. Reactants: CC(C=O)=CCCl (2-methyl-4-chloro-2-butenal), C[O-].[K+] (potassium methylate), CO (methanol). Product: CC(C=O)CC(OC)OC (2-methyl-4,4-dimethoxybutanal). The yield is 72.0%. RXN SMILES: [CH3:1][C:2](=[CH:5][CH2:6]Cl)[CH:3]=[O:4].[CH3:8][O-:9].[K+].[CH3:11][OH:12]>>[CH3:1][CH:2]([CH2:5][CH:6]([O:12][CH3:11])[O:9][CH3:8])[CH:3]=[O:4] |f:1.2|. Procedure: 11.8 g (0.1 mole) 2-methyl-4-chloro-2-butenal is dripped at ambient temperature into a solution of 10.4 g (0.13 mole) of potassium methylate in 60 ml of methanol and the whole is stirred for an hour. The product is worked up as described in Example 1. 10.5 g of 2-methyl-4,4-dimethoxybutanal is obtained by distillation at subatmospheric pressure. According to gas chromatographic and nmr analysis it has a purity of more than 98%. The yield is 72% of theory. The reactants are BrC1=C(C(=C(NC)C=C1)[N+](=O)[O-])F (4-bromo-3-fluoro-N-methyl-2-nitroaniline), C1(CCCCC1)CO (cyclohexanemethanol). Product: BrC1=C(C(=C(NC)C=C1)[N+](=O)[O-])OCC1CCCCC1 (4-Bromo-3-(cyclohexylmethoxy)-N-methyl-2-nitroaniline). Reaction SMILES: [Br:1][C:2]1[CH:9]=[CH:8][C:5]([NH:6][CH3:7])=[C:4]([N+:10]([O-:12])=[O:11])[C:3]=1F.[CH:14]1([CH2:20][OH:21])[CH2:19][CH2:18][CH2:17][CH2:16][CH2:15]1>>[Br:1][C:2]1[CH:9]=[CH:8][C:5]([NH:6][CH3:7])=[C:4]([N+:10]([O-:12])=[O:11])[C:3]=1[O:21][CH2:20][CH:14]1[CH2:19][CH2:18][CH2:17][CH2:16][CH2:15]1. Procedure: This compound was synthesized according to the procedure of Example 11, Step 1, using 4-bromo-3-fluoro-N-methyl-2-nitroaniline and cyclohexanemethanol as the starting materials. LCMS calculated for C14H20BrN2O3 (M+H)+: m/z=343.1, 345.1. found: 343.0, 345.1.